Task: describe an organic reaction: reactants, conditions, products, and yield. Dataset: the Open Reaction Database (ORD), a public repository of structured organic reaction records Starting materials: C(C)(C)(C)OC(NC[C@H]1[C@@H](C1)C1=C(C=CC(=C1)F)OCC1CC1)=O (trans-[2-(2-Cyclopropylmethyloxy-5fluorophenyl)cyclopropylmethyl]carbamic Acid tert-Butyl Ester), C(C)OCC (diethyl ether), Cl (HCl). Conditions: time 48 hour. The product is Cl.C1(CC1)COC1=C(C=C(C=C1)F)[C@H]1[C@@H](C1)CN (trans-[2-(2-Cyclopropylmethyloxy-5-fluorophenyl)cyclopropyl]methylamine Hydrochloride). Isolated yield 91.5%. As a reaction SMILES: C(OC(=O)[NH:7][CH2:8][C@@H:9]1[CH2:11][C@H:10]1[C:12]1[CH:17]=[C:16]([F:18])[CH:15]=[CH:14][C:13]=1[O:19][CH2:20][CH:21]1[CH2:23][CH2:22]1)(C)(C)C.C(OCC)C.[ClH:30]>>[ClH:30].[CH:21]1([CH2:20][O:19][C:13]2[CH:14]=[CH:15][C:16]([F:18])=[CH:17][C:12]=2[C@@H:10]2[CH2:11][C@H:9]2[CH2:8][NH2:7])[CH2:23][CH2:22]1 |f:3.4|. Procedure: The protected amine 11 (5.8 g, 17.3 mmol) was dissolved in a 2 N HCl solution in diethyl ether (43 mL, 86 mmol), and the reaction mixture was stirred at ambient temperature for 48 h. A white precipitate formed after several hours, and the mixture was stirred until the reaction was complete by TLC. The crude precipitate was filtered and purified by recrystallization from ethanol/Et2O to afford the title compound as a white powder (4.3 g, 91.5% yield). HPLC purity: 12.0 min, 99.8%. 1H NMR (400 MHz... Starting materials: BrC1=CC=C(C=C1)C=COC (1-bromo-4-(2-methoxyethenyl)benzene), C(CCCCCCC)=O (octanal). Yields the product COC=CC1=CC=C(C=C1)C(CCCCCCC)O (1-(4-(2-methoxyethenyl)phenyl)-1-octanol). Reaction SMILES: Br[C:2]1[CH:7]=[CH:6][C:5]([CH:8]=[CH:9][O:10][CH3:11])=[CH:4][CH:3]=1.[CH:12](=[O:20])[CH2:13][CH2:14][CH2:15][CH2:16][CH2:17][CH2:18][CH3:19]>>[CH3:11][O:10][CH:9]=[CH:8][C:5]1[CH:6]=[CH:7][C:2]([CH:12]([OH:20])[CH2:13][CH2:14][CH2:15][CH2:16][CH2:17][CH2:18][CH3:19])=[CH:3][CH:4]=1. Reported procedure: By the method of example 28, 1-bromo-4-(2-methoxyethenyl)benzene is prepared, lithiated, and reacted with octanal to provide 1-(4-(2-methoxyethenyl)phenyl)-1-octanol as a yellow oil after chromatography. The hydroxyl group is protected as the t-butyldimethylsilyl ether in the usual fashion, and the enol ether is then cleaved with chlorotrimethylsilane and sodium iodide as described in example 33. The resulting aryl acetaldehyde is obtained as an oil, and is immediately condensed with glyoxylic a... Starting materials: CC(C(=O)Cl)(C)C (trimethylacetyl chloride), NC1=NC=C(C=C1)Br (2-amino-5-bromopyridine). The solvent is ClCCl (dichloromethane), ClCCl (dichloromethane), C(C)N(CC)CC (triethylamine). Reaction conditions: temperature 20 celsius. Yields the product BrC=1C=CC(=NC1)NC(C(C)(C)C)=O (N-(5-Bromo-pyridin-2-yl)-2,2-dimethylpropionamide). The yield is 55.6%. As a reaction SMILES: [CH3:1][C:2]([CH3:7])([CH3:6])[C:3](Cl)=[O:4].[NH2:8][C:9]1[CH:14]=[CH:13][C:12]([Br:15])=[CH:11][N:10]=1>ClCCl.C(N(CC)CC)C>[Br:15][C:12]1[CH:13]=[CH:14][C:9]([NH:8][C:3](=[O:4])[C:2]([CH3:7])([CH3:6])[CH3:1])=[N:10][CH:11]=1. Procedure details: A solution of trimethylacetyl chloride (17.5 g, 146 mmol) in dichloromethane (25 ml) was added to a solution of 2-amino-5-bromopyridine (25.0 g, 144 mmol) in dichloromethane (100 ml) and triethylamine (24 ml) dropwise with stirring at 20° C. The reaction mixture was then stirred for 40 minutes, filtered, washed with water, dried and concentrated. Recrystallization from hexanes afforded 20.6 g (70%) of the title product as a white flaky solid. mp 63-64° C. 1H NMR (CDCl3): δ=8.82 (br, 1 H); 8.30 (... Starting materials: CCCCCC, Cc1cc(C)c(-n2nc(C)c3c(Cl)cc(C)nc32)c(C)c1, [H-], [Na+], C1CCOC1, OC1CCOC1. Yields the product Cc1cc(C)c(-n2nc(C)c3c(OC4CCOC4)cc(C)nc32)c(C)c1. Reaction SMILES: [CH3:30][CH2:31][CH2:32][CH2:33][CH2:34][CH3:35].[Cl:9][c:10]1[c:11]2[c:12]([n:13][c:14]([CH3:16])[cH:15]1)[n:17](-[c:21]1[c:22]([CH3:29])[cH:23][c:24]([CH3:28])[cH:25][c:26]1[CH3:27])[n:18][c:19]2[CH3:20].[H-:1].[Na+:2].[O:36]1[CH2:37][CH2:38][CH2:39][CH2:40]1.[OH:3][CH:4]1[CH2:5][O:6][CH2:7][CH2:8]1>>[O:3]([CH:4]1[CH2:5][O:6][CH2:7][CH2:8]1)[c:10]1[c:11]2[c:12]([n:13][c:14]([CH3:16])[cH:15]1)[n:17](-[c:21]1[c:22]([CH3:29])[cH:23][c:24]([CH3:28])[cH:25][c:26]1[CH3:27])[n:18][c:19]2[CH3:20].